This data is from the Open Reaction Database (ORD), a public repository of structured organic reaction records. The task is: describe an organic reaction: reactants, conditions, products, and yield Starting materials: CC(=O)OC1CCC2(C)C(=CCC3C2CCC2(C)C(=C(C#N)C(=O)O)CCC32)C1, CCO, [H][H], [Na+], C1CCOC1, [OH-]. The product is CC(=O)OC1CCC2(C)C(=CCC3C2CCC2(C)C(C(C#N)C(=O)O)CCC32)C1. Reaction SMILES: [C:1]([CH3:2])(=[O:3])[O:4][CH:5]1[CH2:6][C:7]2=[CH:8][CH2:9][CH:10]3[CH:11]4[CH2:12][CH2:13][C:14](=[C:15]([C:16](=[O:17])[OH:18])[C:19]#[N:20])[C:21]4([CH3:29])[CH2:22][CH2:23][CH:24]3[C:25]2([CH3:28])[CH2:26][CH2:27]1.[CH3:39][CH2:40][OH:41].[H:37][H:38].[Na+:36].[O:30]1[CH2:31][CH2:32][CH2:33][CH2:34]1.[OH-:35]>>[C:1]([CH3:2])(=[O:3])[O:4][CH:5]1[CH2:6][C:7]2=[CH:8][CH2:9][CH:10]3[CH:11]4[CH2:12][CH2:13][CH:14]([CH:15]([C:16](=[O:17])[OH:18])[C:19]#[N:20])[C:21]4([CH3:29])[CH2:22][CH2:23][CH:24]3[C:25]2([CH3:28])[CH2:26][CH2:27]1. Starting materials: [Li]CCCC, C1CCOC1, CC1(C)CCCC(C)(C)N1, ClC(Cl)(Cl)C(Cl)(Cl)Cl, O=C(O)c1cccnc1C(F)(F)F, O, c1ccncc1. Yields the product O=C(O)c1c(Cl)ccnc1C(F)(F)F. RXN SMILES: [CH2:11]([Li:12])[CH2:13][CH2:14][CH3:15].[CH2:37]1[O:38][CH2:39][CH2:40][CH2:41]1.[CH3:1][C:2]1([CH3:3])[CH2:4][CH2:5][CH2:6][C:7]([CH3:8])([CH3:9])[NH:10]1.[Cl:29][C:30]([C:31]([Cl:32])([Cl:33])[Cl:34])([Cl:35])[Cl:36].[F:16][C:17]([c:18]1[c:19]([C:20](=[O:21])[OH:22])[cH:23][cH:24][cH:25][n:26]1)([F:27])[F:28].[OH2:42].[cH:43]1[cH:44][cH:45][n:46][cH:47][cH:48]1>>[F:16][C:17]([c:18]1[c:19]([C:20](=[O:21])[OH:22])[c:23]([Cl:29])[cH:24][cH:25][n:26]1)([F:27])[F:28]. Reactants: CN(C(=O)Cl)C (N,N-dimethylcarbamyl chloride), COC1=CC=[N+](C=C1)[O-] (4-methoxypyridine N-oxide), C[Si](C)(C)C#N (trimethylsilylcyanide), O.COC1=CC=[N+](C=C1)[O-] (4-methoxypyridine N-oxide hydrate), S(=O)(=O)([O-])[O-].[Mg+2] (magnesium sulfate). Solvent: ClCCl (dichloromethane), C(Cl)(Cl)Cl (chloroform). Run at time 1 hour. Yields the product C(#N)C1=NC=CC(=C1)OC (2-Cyano4-methoxypyridine). Yield: 67.0%. Reaction SMILES: O.[CH3:2][O:3][C:4]1[CH:9]=[CH:8][N+:7]([O-])=[CH:6][CH:5]=1.S([O-])([O-])(=O)=O.[Mg+2].COC1C=C[N+:22]([O-])=[CH:21]C=1.C[Si](C#N)(C)C.CN(C)C(Cl)=O>C(Cl)(Cl)Cl.ClCCl>[C:21]([C:8]1[CH:9]=[C:4]([O:3][CH3:2])[CH:5]=[CH:6][N:7]=1)#[N:22] |f:0.1,2.3|. Procedure: To a slurry of 4-methoxypyridine N-oxide hydrate, 50 g, in 250 mL of chloroform was added 20 g of magnesium sulfate. The slurry was stirred for 1 hour at ambient temperature, then filtered and concentrated to dryness. To a solution of the residue, 4-methoxypyridine N-oxide, 43 g (350 mmol) in 350 mL of dichloromethane was added 65 mL (490 mmol) of trimethylsilylcyanide. The solution was cooled to 10° C. and 45 mL (490 mmol) of N,N-dimethylcarbamyl chloride was added dropwise such that the reacti... Reactants: C[Si](C)(C)Cl (Trimethylsilyl chloride), C(#N)C1=NC=CC(=C1)CO (2-cyanopyridine-4-methanol), C(#N)C1=NC=CC(=C1)CO (2-cyanopyridine-4-methanol), O (water), C([O-])([O-])=O.[Na+].[Na+] (sodium carbonate). Run in C(C)O (ethanol), C(C)O (ethanol). Reaction conditions: temperature 50 celsius, time 5.5 hour. Product: C(N)(=O)C1=NC=CC(=C1)CO (2-Carbamoylpyridine-4-methanol). RXN SMILES: C[Si](Cl)(C)C.[C:6]([C:8]1[CH:13]=[C:12]([CH2:14][OH:15])[CH:11]=[CH:10][N:9]=1)#[N:7].O.C(=O)([O-])[O-:18].[Na+].[Na+]>C(O)C>[C:6]([C:8]1[CH:13]=[C:12]([CH2:14][OH:15])[CH:11]=[CH:10][N:9]=1)(=[O:18])[NH2:7] |f:3.4.5|. Procedure details: Trimethylsilyl chloride (27 mL) and a suspension of 2-cyanopyridine-4-methanol (1.6 g, 11 mmol, Reference compound 11-1) in ethanol (20 mL) were added to ethanol (14mL) at room temperature under a nitrogen atmosphere, and then the mixture was stirred at 50° C. for 5.5 hours. The mixture was allowed to stand, and water (27 mL) and sodium carbonate (2.3 g, 22 mmol) were added thereto. The solvent was evaporated under reduced pressure, ethanol (100 mL) was added thereto, and the resulting insoluble... Reactants: CCOC(=O)CCCn1c(C(=O)OCC)cc2cc(OCc3ccccc3)ccc21, C1CCOC1, CC(C)(C)[O-], Cl, [K+]. The product is CCOC(=O)C1=C(O)c2cc3cc(OCc4ccccc4)ccc3n2CC1. Reaction SMILES: [CH2:1]([c:2]1[cH:3][cH:4][cH:5][cH:6][cH:7]1)[O:8][c:9]1[cH:10][c:11]2[cH:12][c:13]([C:26](=[O:27])[O:28][CH2:29][CH3:30])[n:14]([CH2:18][CH2:19][CH2:20][C:21](=[O:22])[O:23][CH2:24][CH3:25])[c:15]2[cH:16][cH:17]1.[CH2:38]1[O:39][CH2:40][CH2:41][CH2:42]1.[CH3:31][C:32]([CH3:33])([O-:34])[CH3:35].[ClH:37].[K+:36]>>[CH2:1]([c:2]1[cH:3][cH:4][cH:5][cH:6][cH:7]1)[O:8][c:9]1[cH:10][c:11]2[cH:12][c:13]3[n:14]([c:15]2[cH:16][cH:17]1)[CH2:18][CH2:19][C:20]([C:21](=[O:22])[O:23][CH2:24][CH3:25])=[C:26]3[OH:27].